Task: describe an organic reaction: reactants, conditions, products, and yield. Dataset: the Open Reaction Database (ORD), a public repository of structured organic reaction records Starting materials: NC1=CC=C(OC2CCN(CC2)C(=O)OC(C)(C)C)C=C1 (tert-butyl 4-(4-aminophenoxy)piperidine-1-carboxylate), N1=NC(=CC=C1)N1C[C@H](CC1)C(=O)O ((S)-1-(pyridazin-3-yl)pyrrolidine-3-carboxylic acid), C(C1=CC=CC=C1)OC(=O)N1CC(C1)C(=O)O (1-(benzyloxycarbonyl)azetidine-3-carboxylic acid). The product is N1=NC(=CC=C1)N1C[C@H](CC1)C(=O)NC1=CC=C(O[C@@H]2CN(CC2)C(=O)OC(C)(C)C)C=C1 ((S)-tert-butyl 3-(4-((S)-1-(pyridazin-3-yl)pyrrolidine-3-carboxamido)phenoxy)pyrrolidine-1-carboxylate). As a reaction SMILES: [NH2:1][C:2]1[CH:21]=[CH:20][C:5]([O:6][CH:7]2[CH2:12][CH2:11][N:10]([C:13]([O:15][C:16]([CH3:19])([CH3:18])[CH3:17])=[O:14])[CH2:9]C2)=[CH:4][CH:3]=1.[N:22]1[CH:27]=[CH:26][CH:25]=[C:24]([N:28]2[CH2:32][CH2:31][C@H:30]([C:33](O)=[O:34])[CH2:29]2)[N:23]=1.C(OC(N1CC(C(O)=O)C1)=O)C1C=CC=CC=1>>[N:22]1[CH:27]=[CH:26][CH:25]=[C:24]([N:28]2[CH2:32][CH2:31][C@H:30]([C:33]([NH:1][C:2]3[CH:3]=[CH:4][C:5]([O:6][C@H:7]4[CH2:12][CH2:11][N:10]([C:13]([O:15][C:16]([CH3:17])([CH3:18])[CH3:19])=[O:14])[CH2:9]4)=[CH:20][CH:21]=3)=[O:34])[CH2:29]2)[N:23]=1. Procedure: The title compound was prepared as described in Example 1A, substituting (R)-tert-butyl 3-(4-aminophenoxy)pyrrolidine-1-carboxylate for tert-butyl 4-(4-aminophenoxy)piperidine-1-carboxylate and (S)-1-(pyridazin-3-yl)pyrrolidine-3-carboxylic acid for 1-(benzyloxycarbonyl)azetidine-3-carboxylic acid.